The task is: describe an organic reaction: reactants, conditions, products, and yield. This data is from the Open Reaction Database (ORD), a public repository of structured organic reaction records. Starting materials: C=CC1=CC=CC=C1 (styrene), C(#CCCCCC)[Si](O[Si](C=C)(C)C)(C)C (1-(1-heptynyl)-1,1,3,3-tetramethyl-3-vinyldisiloxane), carbonylchlorohydridebis(tricyclohexylphosphine)ruthenium(II). Run in C1(=CC=CC=C1)C (toluene). Product: C(#CCCCCC)[Si](O[Si](\C=C\C1=CC=CC=C1)(C)C)(C)C (1-(1-heptynyl)-1,1,3,3-tetramethyl-3-[(E)-styryl]disiloxane), pure product. The yield is 85.0%. As a reaction SMILES: [C:1]([Si:8]([CH3:16])([CH3:15])[O:9][Si:10]([CH3:14])([CH3:13])[CH:11]=[CH2:12])#[C:2][CH2:3][CH2:4][CH2:5][CH2:6][CH3:7].C=C[C:19]1[CH:24]=[CH:23][CH:22]=[CH:21][CH:20]=1>C1(C)C=CC=CC=1>[C:1]([Si:8]([CH3:15])([CH3:16])[O:9][Si:10]([CH3:13])([CH3:14])/[CH:11]=[CH:12]/[C:19]1[CH:24]=[CH:23][CH:22]=[CH:21][CH:20]=1)#[C:2][CH2:3][CH2:4][CH2:5][CH2:6][CH3:7]. Procedure: As in reaction conditions of Example XIX Step 2, to 2.48 mL of toluene, the 0.013 g carbonylchlorohydridebis(tricyclohexylphosphine)ruthenium(II) was added, and the reaction was carried out between the 1-(1-heptynyl)-1,1,3,3-tetramethyl-3-vinyldisiloxane obtained in Step 1 and 0.56 g styrene. Product was separated under the purification conditions of Example XII. The product, 1-(1-heptynyl)-1,1,3,3-tetramethyl-3-[(E)-styryl]disiloxane was obtained with a total yield of 85% pure product in the fo... Reactants: CN1CCOCC1, CN, CC1CN(C(=O)COc2ccc(Cl)cc2C(=O)O)C(C)CN1Cc1ccc(F)cc1, CC(C)COC(=O)Cl, C1CCOC1. Product: CNC(=O)c1cc(Cl)ccc1OCC(=O)N1CC(C)N(Cc2ccc(F)cc2)CC1C. As a reaction SMILES: [CH3:39][N:40]1[CH2:41][CH2:42][O:43][CH2:44][CH2:45]1.[CH3:46][NH2:47].[Cl:1][c:2]1[cH:3][c:4]([C:28](=[O:29])[OH:30])[c:5]([O:6][CH2:7][C:8](=[O:9])[N:10]2[CH:11]([CH3:25])[CH2:12][N:13]([CH2:17][c:18]3[cH:19][cH:20][c:21]([F:24])[cH:22][cH:23]3)[CH:14]([CH3:16])[CH2:15]2)[cH:26][cH:27]1.[Cl:31][C:32]([O:33][CH2:34][CH:35]([CH3:36])[CH3:37])=[O:38].[O:48]1[CH2:49][CH2:50][CH2:51][CH2:52]1>>[Cl:1][c:2]1[cH:3][c:4]([C:28](=[O:30])[NH:40][CH3:39])[c:5]([O:6][CH2:7][C:8](=[O:9])[N:10]2[CH:11]([CH3:25])[CH2:12][N:13]([CH2:17][c:18]3[cH:19][cH:20][c:21]([F:24])[cH:22][cH:23]3)[CH:14]([CH3:16])[CH2:15]2)[cH:26][cH:27]1. Reported procedure: To a solution of 5-(2-methylphenyl)cyclohexane-1,3-dione (1.0 g), acetic acid (0.27 g) and dimethylaminopyridine (0.60 g) in dimethylformamide (45 ml) was added dicyclohexylcarbodiimide (1.0 g), and the mixture was stirred at room temperature for 12 hours. Under reduced pressure, the solvent was evaporated, and to the residue was added ethyl acetate. The organic layer was washed with potassium hydrogensulfate aqueous solution, and insoluble materials were filtered, to which was added 1N sodium h... Yield: 62.8%. Product: OC(C)=C1C(CC(CC1=O)C1=C(C=CC=C1)C)=O (2-(1-hydroxyethylidene)-5-(2-methylphenyl)cyclohexane-1,3-dione). Reaction SMILES: [CH3:1][C:2]1[CH:7]=[CH:6][CH:5]=[CH:4][C:3]=1[CH:8]1[CH2:13][C:12](=[O:14])[CH2:11][C:10](=[O:15])[CH2:9]1.[C:16](O)(=[O:18])[CH3:17].CN(C1C=CC=CN=1)C.C1(N=C=NC2CCCCC2)CCCCC1>CN(C)C=O>[OH:18][C:16](=[C:11]1[C:10](=[O:15])[CH2:9][CH:8]([C:3]2[CH:4]=[CH:5][CH:6]=[CH:7][C:2]=2[CH3:1])[CH2:13][C:12]1=[O:14])[CH3:17]. Run in CN(C=O)C (dimethylformamide). Starting materials: CC1=C(C=CC=C1)C1CC(CC(C1)=O)=O (5-(2-methylphenyl)cyclohexane-1,3-dione), C(C)(=O)O (acetic acid), CN(C)C1=NC=CC=C1 (dimethylaminopyridine), C1(CCCCC1)N=C=NC1CCCCC1 (dicyclohexylcarbodiimide). Run at time 12 hour.